From a dataset of the Open Reaction Database (ORD), a public repository of structured organic reaction records. describe an organic reaction: reactants, conditions, products, and yield The reactants are CCCc1nc(CC)n(-c2ccc(O)cc2)c(=O)c1Cc1ccc(-c2ccccc2C#N)cc1, CCOC(C)=O, OC1CCC2(CC1)OCCO2, CC(C)OC(=O)N=NC(=O)OC(C)C, C1CCOC1, c1ccc(P(c2ccccc2)c2ccccc2)cc1. Yields the product CCCc1nc(CC)n(-c2ccc(OC3CCC4(CC3)OCCO4)cc2)c(=O)c1Cc1ccc(-c2ccccc2C#N)cc1. As a reaction SMILES: [CH2:1]([CH3:2])[c:3]1[n:4](-[c:28]2[cH:29][cH:30][c:31]([OH:34])[cH:32][cH:33]2)[c:5](=[O:27])[c:6]([CH2:12][c:13]2[cH:14][cH:15][c:16](-[c:19]3[c:20]([C:25]#[N:26])[cH:21][cH:22][cH:23][cH:24]3)[cH:17][cH:18]2)[c:7]([CH2:9][CH2:10][CH3:11])[n:8]1.[CH3:79][CH2:80][O:81][C:82](=[O:83])[CH3:84].[O:35]1[CH2:36][CH2:37][O:38][C:39]12[CH2:40][CH2:41][CH:42]([OH:45])[CH2:43][CH2:44]2.[O:46]=[C:47]([O:48][CH:49]([CH3:50])[CH3:51])[N:52]=[N:53][C:54]([O:55][CH:56]([CH3:57])[CH3:58])=[O:59].[O:85]1[CH2:86][CH2:87][CH2:88][CH2:89]1.[c:60]1([P:61]([c:62]2[cH:63][cH:64][cH:65][cH:66][cH:67]2)[c:68]2[cH:69][cH:70][cH:71][cH:72][cH:73]2)[cH:74][cH:75][cH:76][cH:77][cH:78]1>>[CH2:1]([CH3:2])[c:3]1[n:4](-[c:28]2[cH:29][cH:30][c:31]([O:34][CH:42]3[CH2:41][CH2:40][C:39]4([O:35][CH2:36][CH2:37][O:38]4)[CH2:44][CH2:43]3)[cH:32][cH:33]2)[c:5](=[O:27])[c:6]([CH2:12][c:13]2[cH:14][cH:15][c:16](-[c:19]3[c:20]([C:25]#[N:26])[cH:21][cH:22][cH:23][cH:24]3)[cH:17][cH:18]2)[c:7]([CH2:9][CH2:10][CH3:11])[n:8]1. Starting materials: Cl (HCl), N1=C(SC2=C1C1=C(OCC2)C=CC=C1)NCC1CCC(CC1)NC(C)=O (N1-{4-[(4,5-dihydro-benzo[2,3]oxepino[4,5-d][1,3]thiazol-2-ylamino)-methyl]cyclohexyl}acetamide), [OH-].[Na+] (NaOH). Solvent: C1CCOC1 (THF), C1CCOC1 (THF). Run at time 8 hour. Yields the product C(C)NC1CCC(CC1)CNC=1SC2=C(N1)C1=C(OCC2)C=CC=C1 (N2-{[4-(Ethylamino)cyclohexyl]methyl}-4,5-dihydro-benzo-[2,3]oxepino[4,5-d][1,3]thiazol-2-amine). Yield: 69.1%. RXN SMILES: [N:1]1[C:5]2[C:6]3[CH:14]=[CH:13][CH:12]=[CH:11][C:7]=3[O:8][CH2:9][CH2:10][C:4]=2[S:3][C:2]=1[NH:15][CH2:16][CH:17]1[CH2:22][CH2:21][CH:20]([NH:23][C:24](=O)[CH3:25])[CH2:19][CH2:18]1.Cl.[OH-].[Na+]>C1COCC1>[CH2:24]([NH:23][CH:20]1[CH2:21][CH2:22][CH:17]([CH2:16][NH:15][C:2]2[S:3][C:4]3[CH2:10][CH2:9][O:8][C:7]4[CH:11]=[CH:12][CH:13]=[CH:14][C:6]=4[C:5]=3[N:1]=2)[CH2:18][CH2:19]1)[CH3:25] |f:2.3|. Reported procedure: To a stirred solution of N1-{4-[(4,5-dihydro-benzo[2,3]oxepino[4,5-d][1,3]thiazol-2-ylamino)-methyl]cyclohexyl}acetamide (0.380 g, 1.02 mmol) in anhydrous THF (4 ml) was added 1M BH3 in THF (5.0 ml, 5.0 mmol). The solution was stirred at room temperature overnight. 4N HCl (12 ml) was added slowly and stirring continued for 15 minutes. The resulting solution was made basic (pH˜9) with 2N NaOH. The cloudy solution was extracted with EtOAc and the organic layer washed with water. Removal of the sol... The reactants are C([O-])([O-])=O.[Na+].[Na+] (sodium carbonate), trona, [OH-].[Na+] (sodium hydroxide), trona. The solvent is O (water). Product: C([O-])([O-])=O.[Na+].[Na+].C([O-])(O)=O.[Na+] (sodium carbonate sodium bicarbonate). Reaction SMILES: [C:1](=[O:4])([O-:3])[O-:2].[Na+:5].[Na+].[OH-].[Na+]>O>[C:1](=[O:2])([O-:4])[O-:3].[Na+:5].[Na+:5].[C:1](=[O:2])([OH:4])[O-:3].[Na+:5] |f:0.1.2,3.4,6.7.8.9.10|. Procedure: This Example describes an alternate embodiment of the present invention illustrated in FIG. 7 utilizing two-compartment water splitting to generate sodium carbonate and sodium hydroxide from trona ore. To a dissolver 710 equipped with a stirrer 711, is added trona ore via a line 712 and live steam via a line 714 to form a slurry of sodium carbonate/sodium bicarbonate and insolubles which is removed from the dissolver 710 via a line 716 and forwarded to a liquor purification tank 718. An aqueous ... Starting materials: CC(C)N1CCCN(C(=O)OCc2ccccc2)CC1, CCO, [H][H], [Pd]. Yields the product CC(C)N1CCCNCC1. As a reaction SMILES: [CH3:1][CH:2]([CH3:3])[N:4]1[CH2:5][CH2:6][N:7]([C:11]([O:12][CH2:13][c:14]2[cH:15][cH:16][cH:17][cH:18][cH:19]2)=[O:20])[CH2:8][CH2:9][CH2:10]1.[CH3:23][CH2:24][OH:25].[H:21][H:22].[Pd:26]>>[CH3:1][CH:2]([CH3:3])[N:4]1[CH2:5][CH2:6][NH:7][CH2:8][CH2:9][CH2:10]1.